Dataset: the Open Reaction Database (ORD), a public repository of structured organic reaction records. Task: describe an organic reaction: reactants, conditions, products, and yield Reactants: ClC1=C(C=C(C=C1)C1=NC=2N(C(=C1)C(F)(F)F)N=CC2C#C)C (5-(4-chloro-3-methyl-phenyl)-3-ethynyl-7-trifluoromethyl-pyrazolo[1,5-a]pyrimidine), BrC1=CC=C(C=C1)S(=O)(=O)N (4-bromo-benzenesulfonamide). Yields the product ClC1=C(C=C(C=C1)C1=NC=2N(C(=C1)C(F)(F)F)N=CC2C#CC2=CC=C(C=C2)S(=O)(=O)N)C (4-[5-(4-Chloro-3-methyl-phenyl)-7-trifluoromethyl-pyrazolo[1,5-a]pyrimidin-3-ylethynyl]-benzenesulfonamide), solid. Isolated yield 55.0%. Reaction SMILES: [Cl:1][C:2]1[CH:7]=[CH:6][C:5]([C:8]2[CH:13]=[C:12]([C:14]([F:17])([F:16])[F:15])[N:11]3[N:18]=[CH:19][C:20]([C:21]#[CH:22])=[C:10]3[N:9]=2)=[CH:4][C:3]=1[CH3:23].Br[C:25]1[CH:30]=[CH:29][C:28]([S:31]([NH2:34])(=[O:33])=[O:32])=[CH:27][CH:26]=1>>[Cl:1][C:2]1[CH:7]=[CH:6][C:5]([C:8]2[CH:13]=[C:12]([C:14]([F:15])([F:17])[F:16])[N:11]3[N:18]=[CH:19][C:20]([C:21]#[C:22][C:25]4[CH:30]=[CH:29][C:28]([S:31]([NH2:34])(=[O:33])=[O:32])=[CH:27][CH:26]=4)=[C:10]3[N:9]=2)=[CH:4][C:3]=1[CH3:23]. Procedure: The title compound was prepared from 5-(4-chloro-3-methyl-phenyl)-3-ethynyl-7-trifluoromethyl-pyrazolo[1,5-a]pyrimidine (example C.11) (168 mg, 0.5 mmol) and commercially available 4-bromo-benzenesulfonamide (118 mg, 0.5 mmol) according to general procedure II. Obtained as a yellow solid (136 mg, 55%). MS (ISN) 489.0 [(M−H)−]; mp 275° C. Starting materials: N (ammonia), S(O)(O)(=O)=O (sulfuric acid), S(=O)([O-])S(=O)[O-].[Na+].[Na+] (sodium dithionite), FC(COC1=NC(=CC(=C1[N+](=O)[O-])OCC(F)(F)F)C)(F)F (2,4-Bis(2,2,2-trifluoroethoxy)-6-methyl-3-nitropyridine), S(=O)([O-])S(=O)[O-].[Na+].[Na+] (sodium dithionite), S(=O)([O-])S(=O)[O-].[Na+].[Na+] (sodium dithionite). Solvent: O (water), O (water), C(C)(C)O (isopropanol), O (water), O (water). Run at temperature 80 celsius. Product: NC=1C(=NC(=CC1OCC(F)(F)F)C)OCC(F)(F)F (3-amino-2,4-bis(2,2,2-trifluoroethoxy)-6-methylpyridine). Yield: 80.3%. As a reaction SMILES: [F:1][C:2]([F:22])([F:21])[CH2:3][O:4][C:5]1[C:10]([N+:11]([O-])=O)=[C:9]([O:14][CH2:15][C:16]([F:19])([F:18])[F:17])[CH:8]=[C:7]([CH3:20])[N:6]=1.S(S([O-])=O)([O-])=O.[Na+].[Na+].S(=O)(=O)(O)O.N>C(O)(C)C.O>[NH2:11][C:10]1[C:5]([O:4][CH2:3][C:2]([F:22])([F:1])[F:21])=[N:6][C:7]([CH3:20])=[CH:8][C:9]=1[O:14][CH2:15][C:16]([F:18])([F:19])[F:17] |f:1.2.3|. Procedure: 2,4-Bis(2,2,2-trifluoroethoxy)-6-methyl-3-nitropyridine (45.00 g, 134.7 mmol) was dissolved in isopropanol (300 mL), and a solution of sodium dithionite (78.00 g, 448.0 mmol) in water (300 mL) was added thereto under stirring at 80° C. Fifteen minutes after starting of the reaction, a solution of sodium dithionite (16.50 g, 94.8 mmol) in water (51 mL) was added to the reaction mixture. Further, 25 minutes after starting of the reaction, a solution of sodium dithionite (11.10 g, 63.8 mmol) in wat... Starting materials: N1(CCC1)S(=O)(=O)N (azetidine-1-sulfonamide), C1(CCCCC1)P(C1=C(C=CC=C1)C1=C(C=C(C=C1C(C)C)C(C)C)C(C)C)C1CCCCC1 (2-dicyclohexylphosphino-2′4′6′-tri-iso-propyl-1,1′biphenyl), C([O-])([O-])=O.[Cs+].[Cs+] (cesium carbonate), ClC1=NC(=NC(=C1)OC)SCC1=C(C(=CC=C1)F)F (4-chloro-2-[[(2,3-difluorophenyl)methyl]thio]-6-methoxypyrimidine), product. Reagents/catalysts: C=1C=CC(=CC1)/C=C/C(=O)/C=C/C2=CC=CC=C2.C=1C=CC(=CC1)/C=C/C(=O)/C=C/C2=CC=CC=C2.C=1C=CC(=CC1)/C=C/C(=O)/C=C/C2=CC=CC=C2.[Pd].[Pd] (tris(dibenzylideneacetone)dipalladium). Solvent: O1CCOCC1 (dioxane), C(C)(=O)O (Acetic acid). Yields the product FC1=C(C=CC=C1F)CSC1=NC(=CC(=N1)NS(=O)(=O)N1CCC1)OC (N-[2-[[(2,3-Difluorophenyl)methyl]thio]-6-methoxypyrimidin-4-yl]azetidine-1-sulfonamide). As a reaction SMILES: [N:1]1([S:5]([NH2:8])(=[O:7])=[O:6])[CH2:4][CH2:3][CH2:2]1.C1(P(C2CCCCC2)C2C=CC=CC=2C2C(C(C)C)=CC(C(C)C)=CC=2C(C)C)CCCCC1.C(=O)([O-])[O-].[Cs+].[Cs+].Cl[C:50]1[CH:55]=[C:54]([O:56][CH3:57])[N:53]=[C:52]([S:58][CH2:59][C:60]2[CH:65]=[CH:64][CH:63]=[C:62]([F:66])[C:61]=2[F:67])[N:51]=1>O1CCOCC1.C1C=CC(/C=C/C(/C=C/C2C=CC=CC=2)=O)=CC=1.C1C=CC(/C=C/C(/C=C/C2C=CC=CC=2)=O)=CC=1.C1C=CC(/C=C/C(/C=C/C2C=CC=CC=2)=O)=CC=1.[Pd].[Pd].C(O)(=O)C>[F:67][C:61]1[C:62]([F:66])=[CH:63][CH:64]=[CH:65][C:60]=1[CH2:59][S:58][C:52]1[N:51]=[C:50]([NH:8][S:5]([N:1]2[CH2:4][CH2:3][CH2:2]2)(=[O:7])=[O:6])[CH:55]=[C:54]([O:56][CH3:57])[N:53]=1 |f:2.3.4,7.8.9.10.11|. Reported procedure: The title compound was prepared according to the procedure outlined in example 1, step iv). A mixture of azetidine-1-sulfonamide (prepared according to patent WO 2004/011443, 0.15 g), tris(dibenzylideneacetone)dipalladium (0) (44 mg), 2-dicyclohexylphosphino-2′4′6′-tri-iso-propyl-1,1′biphenyl (44 mg), cesium carbonate (0.36 g) and 4-chloro-2-[[(2,3-difluorophenyl)methyl]thio]-6-methoxypyrimidine (the product of step i) (0.23 g) in dioxane (7.2 mL). Acetic acid (0.67 mL) was added and the reactio...